From a dataset of the Open Reaction Database (ORD), a public repository of structured organic reaction records. describe an organic reaction: reactants, conditions, products, and yield Reactants: OC=1C(C(=CC=C(C1)C(C)C)CO)=O (2-hydroxy-7-hydroxymethyl-4-isopropyl-2,4,6-cycloheptatrien-1-one), [H-].[Na+] (sodium hydride), COC=1C=C(CCI)C=CC1OC (3,4-dimethoxyphenethyl iodide). Solvent: ClCCl (dichloromethane), CN(C=O)C (dimethylformamide). Run at temperature 80 celsius. Yields the product COC=1C=C(C=CC1OC)CCOC=1C(C(=CC=C(C1)C(C)C)CO)=O (2-[2-(3,4-dimethoxyphenyl)ethoxy]-7-hydroxymethyl-4-isopropyl-2,4,6-cycloheptatrien-1-one). Isolated yield 10.8%. RXN SMILES: [OH:1][C:2]1[C:3](=[O:14])[C:4]([CH2:12][OH:13])=[CH:5][CH:6]=[C:7]([CH:9]([CH3:11])[CH3:10])[CH:8]=1.[H-].[Na+].[CH3:17][O:18][C:19]1[CH:20]=[C:21]([CH:25]=[CH:26][C:27]=1[O:28][CH3:29])[CH2:22][CH2:23]I>CN(C)C=O.ClCCl>[CH3:17][O:18][C:19]1[CH:20]=[C:21]([CH2:22][CH2:23][O:1][C:2]2[C:3](=[O:14])[C:4]([CH2:12][OH:13])=[CH:5][CH:6]=[C:7]([CH:9]([CH3:11])[CH3:10])[CH:8]=2)[CH:25]=[CH:26][C:27]=1[O:28][CH3:29] |f:1.2|. Reported procedure: A solution of 2-hydroxy-7-hydroxymethyl-4-isopropyl-2,4,6-cycloheptatrien-1-one (844 mg, 4.35 mmol) in dimethylformamide (5 ml) was stirred while 60% oily sodium hydride (191 mg, 4.78 mg) in small portions were added thereto. Subsequently, 3,4-dimethoxyphenethyl iodide (2.54 mg, 8.70 mmol) was added, then the solution was heated at 80° C. for 7 hours. The solution was diluted with dichloromethane, washed with water and dried over sodium sulfate. After solvent was distilled off under reduced pres...